Dataset: the Open Reaction Database (ORD), a public repository of structured organic reaction records. Task: describe an organic reaction: reactants, conditions, products, and yield The reactants are CC(C)(C)ONC(=O)c1cccc([N+](=O)[O-])c1, CCOC(C)=O, CCO. The product is CC(C)(C)ONC(=O)c1cccc(N)c1. As a reaction SMILES: [C:1]([CH3:2])([CH3:3])([CH3:4])[O:5][NH:6][C:7](=[O:8])[c:9]1[cH:10][c:11]([N+:15]([O-:16])=[O:17])[cH:12][cH:13][cH:14]1.[C:21]([O:22][CH2:23][CH3:24])(=[O:25])[CH3:26].[CH2:18]([OH:19])[CH3:20]>>[C:1]([CH3:2])([CH3:3])([CH3:4])[O:5][NH:6][C:7](=[O:8])[c:9]1[cH:10][c:11]([NH2:15])[cH:12][cH:13][cH:14]1. Starting materials: C1(CCCCC1)=O (cyclohexanone), C(#N)CC(=O)N (cyanoacetamide). Yields the product C1(CCCCC1)=C(C(=O)N)C#N (2-cyclohexylidene-2-cyanoacetamide). Reaction SMILES: [C:1]1(=O)[CH2:6][CH2:5][CH2:4][CH2:3][CH2:2]1.[C:8]([CH2:10][C:11]([NH2:13])=[O:12])#[N:9]>>[C:1]1(=[C:10]([C:8]#[N:9])[C:11]([NH2:13])=[O:12])[CH2:6][CH2:5][CH2:4][CH2:3][CH2:2]1. Reported procedure: Reaction 1. consists of condensing the cyclohexanone (I) with cyanoacetamide, to obtain 2-cyclohexylidene-2-cyanoacetamide (IX); this reaction can be undertaken for example in toluene, in the presence of ammonium acetate and acetic acid, heating to a temperature between 20 and 150° C., and preferably to the reflux temperature of the reaction mixture; the compound IX is separated from the reaction mixture. Reactants: N12CCCCCC2=NCCC1 (1,8-diazabicyclo[5.4.0]undec-7-ene), [NH4+].[Cl-] (NH4Cl), ClC=1C=C2C=NNC2=C(C1)C(=O)OC (Methyl 5-chloro-1H-indazole-7-carboxylate), COC(CBr)OC (bromoacetaldehyde dimethyl acetal), [I-].[K+] (potassium iodide). The solvent is CS(=O)C (DMSO). Conditions: temperature 80 celsius, time 8 hour. Product: ClC=1C=C2C=NN(C2=C(C1)C(=O)OC)CC(OC)OC (methyl 5-chloro-1-(2,2-dimethoxyethyl)-1H-indazole-7-carboxylate). Reaction SMILES: [Cl:1][C:2]1[CH:3]=[C:4]2[C:8](=[C:9]([C:11]([O:13][CH3:14])=[O:12])[CH:10]=1)[NH:7][N:6]=[CH:5]2.[CH3:15][O:16][CH:17]([O:20][CH3:21])[CH2:18]Br.[I-].[K+].N12CCCN=C1CCCCC2.[NH4+].[Cl-]>CS(C)=O>[Cl:1][C:2]1[CH:3]=[C:4]2[C:8](=[C:9]([C:11]([O:13][CH3:14])=[O:12])[CH:10]=1)[N:7]([CH2:18][CH:17]([O:20][CH3:21])[O:16][CH3:15])[N:6]=[CH:5]2 |f:2.3,5.6|. Procedure details: Methyl 5-chloro-1H-indazole-7-carboxylate (2.65 g, 12.6 mmol; 1 eq) from Step A above was stirred in DMSO (25 mL) at room temperature while bromoacetaldehyde dimethyl acetal (3 mL, 25.2 mmol) pre-mixed with potassium iodide (209 mg, 1.3 mmol) was added. 1,8-diazabicyclo[5.4.0]undec-7-ene (DBU; 2 mL, 12.6 mmol) was then added dropwise. The reaction mixture was stirred at 80° C. (external temperature) overnight. The reaction mixture was neutralized with sat. NH4Cl then partitioned between H2O and ...